The task is: describe an organic reaction: reactants, conditions, products, and yield. This data is from the Open Reaction Database (ORD), a public repository of structured organic reaction records. Reactants: [C-]#N, CS(C)=O, Nc1c(F)c(NCCNc2ccccn2)c(F)c2c1c(=O)c(C(=O)O)cn2C1CC1, [Na+]. The product is Nc1c(F)c(NCCNc2ccccn2)c(F)c2c1c(=O)ccn2C1CC1. Reaction SMILES: [C-:31]#[N:32].[CH3:34][S:35]([CH3:36])=[O:37].[NH2:1][c:2]1[c:3]2[c:4](=[O:30])[c:5]([C:27]([OH:28])=[O:29])[cH:6][n:7]([CH:24]3[CH2:25][CH2:26]3)[c:8]2[c:9]([F:23])[c:10]([NH:13][CH2:14][CH2:15][NH:16][c:17]2[n:18][cH:19][cH:20][cH:21][cH:22]2)[c:11]1[F:12].[Na+:33]>>[NH2:1][c:2]1[c:3]2[c:4](=[O:30])[cH:5][cH:6][n:7]([CH:24]3[CH2:25][CH2:26]3)[c:8]2[c:9]([F:23])[c:10]([NH:13][CH2:14][CH2:15][NH:16][c:17]2[n:18][cH:19][cH:20][cH:21][cH:22]2)[c:11]1[F:12]. The reactants are C(C)S(=O)(=O)N1CCC(CC1)C1=CNC2=C(C=C(C=C12)C1=CC(=CC=C1)C=O)C(=O)N (3-[1-(ethylsulfonyl)-4-piperidinyl]-5-(3-formylphenyl)-1H-indole-7-carboxamide), N1CCNCC1 (piperazine), [BH-](OC(=O)C)(OC(=O)C)OC(=O)C.[Na+] (NaBH(OAc)3). Product: C(C)S(=O)(=O)N1CCC(CC1)C1=CNC2=C(C=C(C=C12)C1=CC(=CC=C1)CN1CCNCC1)C(=O)N (3-[1-(ethylsulfonyl)-4-piperidinyl]-5-[3-(1-piperazinylmethyl)phenyl]-1H-indole-7-carboxamide). Isolated yield 19.6%. As a reaction SMILES: [CH2:1]([S:3]([N:6]1[CH2:11][CH2:10][CH:9]([C:12]2[C:20]3[C:15](=[C:16]([C:29]([NH2:31])=[O:30])[CH:17]=[C:18]([C:21]4[CH:26]=[CH:25][CH:24]=[C:23]([CH:27]=O)[CH:22]=4)[CH:19]=3)[NH:14][CH:13]=2)[CH2:8][CH2:7]1)(=[O:5])=[O:4])[CH3:2].[NH:32]1[CH2:37][CH2:36][NH:35][CH2:34][CH2:33]1.[BH-](OC(C)=O)(OC(C)=O)OC(C)=O.[Na+]>>[CH2:1]([S:3]([N:6]1[CH2:11][CH2:10][CH:9]([C:12]2[C:20]3[C:15](=[C:16]([C:29]([NH2:31])=[O:30])[CH:17]=[C:18]([C:21]4[CH:26]=[CH:25][CH:24]=[C:23]([CH2:27][N:32]5[CH2:37][CH2:36][NH:35][CH2:34][CH2:33]5)[CH:22]=4)[CH:19]=3)[NH:14][CH:13]=2)[CH2:8][CH2:7]1)(=[O:5])=[O:4])[CH3:2] |f:2.3|. Procedure details: Following the general procedure of example 1, 3-[1-(ethylsulfonyl)-4-piperidinyl]-5-(3-formylphenyl)-1H-indole-7-carboxamide (15.0 mg, 0.034 mmol), piperazine (3.5 mg, 0.04 mmol) and NaBH(OAc)3 (23.0 mg, 0.102 mmol) were reacted to give the title compound (3.4 mg, 19.7%). Starting materials: ClC1=CC=2C(C3=CC=CC=C3OC2C=C1)=C1CCNCC1 (4-(2-chloro-9-xanthenylidene)piperidine), C1CO1 (ethylene oxide), CS(=O)(=O)O (methanesulfonic acid). Solvent: CO (methanol). Conditions: temperature 40 celsius. The product is CS(=O)(=O)O.ClC1=CC=2C(C3=CC=CC=C3OC2C=C1)=C1CCN(CC1)CCO (4-(2-chloro-9-xanthenylidene)-1-(β-hydroxyethyl)-piperidine methanesulfonate). As a reaction SMILES: [Cl:1][C:2]1[CH:15]=[CH:14][C:13]2[O:12][C:11]3[C:6](=[CH:7][CH:8]=[CH:9][CH:10]=3)[C:5](=[C:16]3[CH2:21][CH2:20][NH:19][CH2:18][CH2:17]3)[C:4]=2[CH:3]=1.[CH2:22]1[O:24][CH2:23]1.[CH3:25][S:26]([OH:29])(=[O:28])=[O:27]>CO>[CH3:25][S:26]([OH:29])(=[O:28])=[O:27].[Cl:1][C:2]1[CH:15]=[CH:14][C:13]2[O:12][C:11]3[C:6](=[CH:7][CH:8]=[CH:9][CH:10]=3)[C:5](=[C:16]3[CH2:21][CH2:20][N:19]([CH2:22][CH2:23][OH:24])[CH2:18][CH2:17]3)[C:4]=2[CH:3]=1 |f:4.5|. Procedure: A solution of 4-(2-chloro-9-xanthenylidene)piperidine (1.5 g., 5 mmol) in 50 ml. of methanol at 0° C. is treated with ethylene oxide (5 ml.). The solution is allowed to come to 23° C., then heated to 40° C. for one hour and the solvent evaporated. The residue is dissolved in acetonitrile and treated with one equivalent of methanesulfonic acid to give 4-(2-chloro-9-xanthenylidene)-1-(β-hydroxyethyl)-piperidine methanesulfonate, m.p. 242°-244° C. Yields the product OC1=C(C=C(C=C1)CCCCC)C1=NC2=CC=C(C=C2C(N1)=O)CCCCC (2-(2-hydroxy-5-n-pentylphenyl)-6-n-pentyl-3H-quinazolin-4-one), crystals. As a reaction SMILES: [CH2:1]([C:6]1[CH:17]=[C:10]2[C:11]([O:13][C:14](=O)[NH:15][C:9]2=[CH:8][CH:7]=1)=O)[CH2:2][CH2:3][CH2:4][CH3:5].[CH2:18]([C:23]1[CH:31]=[C:27](C(N)=O)[C:26]([OH:32])=[CH:25][CH:24]=1)[CH2:19][CH2:20][CH2:21][CH3:22].C[N:34](C=O)C>>[OH:32][C:26]1[CH:25]=[CH:24][C:23]([CH2:18][CH2:19][CH2:20][CH2:21][CH3:22])=[CH:31][C:27]=1[C:14]1[NH:34][C:11](=[O:13])[C:10]2[C:9](=[CH:8][CH:7]=[C:6]([CH2:1][CH2:2][CH2:3][CH2:4][CH3:5])[CH:17]=2)[N:15]=1. Procedure details: 2.81 g compound 16 (12.1 mmole) and 2.50 g (112.1 mmole) compound 20 were heated at 150° C. in 10 ml DMF for 3.5 h. The mixture was slowly cooled down to room temperature, the formed crystals were isolated by filtration and washed with 3 ml MeOH. After drying, 2 g of compound 21 was obtained as pale green crystals (43% yield). The yield is 43.0%. Starting materials: C(CCCC)C1=CC=C2C(C(=O)OC(N2)=O)=C1 (5-n-pentylisatoic anhydride), C(CCCC)C1=CC=C(C(C(=O)N)=C1)O (5-n-pentyl salicylamide), CN(C)C=O (DMF). Starting materials: O=C([O-])[O-], CS(C)=O, O=C(Nc1nc2cc(OS(=O)(=O)c3ccc(F)cc3)ccc2[nH]1)C1CC1, [Cs+], [Cs+], CCN1CCCC1CN. Product: CCN1CCCC1CNc1ccc(S(=O)(=O)Oc2ccc3[nH]c(NC(=O)C4CC4)nc3c2)cc1. Reaction SMILES: [C:36](=[O:37])([O-:38])[O-:39].[CH3:42][S:43]([CH3:44])=[O:45].[CH:1]1([C:4](=[O:5])[NH:6][c:7]2[n:8][c:9]3[c:10]([nH:11]2)[cH:12][cH:13][c:14]([O:16][S:17](=[O:18])(=[O:19])[c:20]2[cH:21][cH:22][c:23]([F:26])[cH:24][cH:25]2)[cH:15]3)[CH2:2][CH2:3]1.[Cs+:40].[Cs+:41].[NH2:27][CH2:28][CH:29]1[N:30]([CH2:34][CH3:35])[CH2:31][CH2:32][CH2:33]1>>[CH:1]1([C:4](=[O:5])[NH:6][c:7]2[n:8][c:9]3[c:10]([nH:11]2)[cH:12][cH:13][c:14]([O:16][S:17](=[O:18])(=[O:19])[c:20]2[cH:21][cH:22][c:23]([NH:27][CH2:28][CH:29]4[N:30]([CH2:34][CH3:35])[CH2:31][CH2:32][CH2:33]4)[cH:24][cH:25]2)[cH:15]3)[CH2:2][CH2:3]1. The product is COC(=O)Cc1cc(Cl)cc(Oc2ccc([N+](=O)[O-])cc2C=O)c1. Reaction SMILES: [C:26](=[O:27])([O-:28])[O-:29].[CH2:33]1[O:34][CH2:35][CH2:36][O:37][CH2:38]1.[CH3:1][O:2][C:3]([CH2:4][c:5]1[cH:6][c:7]([Cl:12])[cH:8][c:9]([OH:11])[cH:10]1)=[O:13].[CH3:39][CH2:40][O:41][C:42]([CH3:43])=[O:44].[ClH:32].[F:14][c:15]1[c:16]([CH:17]=[O:18])[cH:19][c:20]([N+:23](=[O:24])[O-:25])[cH:21][cH:22]1.[K+:30].[K+:31]>>[CH3:1][O:2][C:3]([CH2:4][c:5]1[cH:6][c:7]([Cl:12])[cH:8][c:9]([O:11][c:15]2[c:16]([CH:17]=[O:18])[cH:19][c:20]([N+:23](=[O:24])[O-:25])[cH:21][cH:22]2)[cH:10]1)=[O:13]. Starting materials: O=C([O-])[O-], C1COCCO1, COC(=O)Cc1cc(O)cc(Cl)c1, CCOC(C)=O, Cl, O=Cc1cc([N+](=O)[O-])ccc1F, [K+], [K+]. Starting materials: CC(CO)Nc1nc(Cl)ncc1Br, C1COCCO1, CC#N, Cl, Nc1csc(S(=O)(=O)F)c1, Nc1ccc(S(=O)(=O)F)s1, O. Product: CC(CO)Nc1nc(Nc2csc(S(=O)(=O)F)c2)ncc1Br. As a reaction SMILES: [Br:1][c:2]1[c:3]([NH:9][CH:10]([CH2:11][OH:12])[CH3:13])[n:4][c:5]([Cl:8])[n:6][cH:7]1.[CH2:39]1[O:40][CH2:41][CH2:42][O:43][CH2:44]1.[CH3:35][C:36]#[N:37].[ClH:34].[NH2:14][c:15]1[cH:16][c:17]([S:20](=[O:21])(=[O:22])[F:23])[s:18][cH:19]1.[NH2:24][c:25]1[s:26][c:27]([S:28]([F:29])(=[O:30])=[O:31])[cH:32][cH:33]1.[OH2:38]>>[Br:1][c:2]1[c:3]([NH:9][CH:10]([CH2:11][OH:12])[CH3:13])[n:4][c:5]([NH:14][c:15]2[cH:16][c:17]([S:20](=[O:21])(=[O:22])[F:23])[s:18][cH:19]2)[n:6][cH:7]1. Reactants: C(CCCC)C1CCC(CC1)CC=O (2-(4-pentylcyclohexyl)acetaldehyde), FC1=CC=C(C=C1)C#C (4-Fluorophenylacetylene), Cl (hydrochloric acid), raw solution. Run in C1CCOC1 (THF), C1CCOC1 (THF). Product: FC1=CC=C(C=C1)C#CC(CC1CCC(CC1)CCCCC)O (1-(4-fluorophenyl)-4-(4-pentylcyclohexyl)-1-butyn-3-ol). Yield: 95.1%. RXN SMILES: [F:1][C:2]1[CH:7]=[CH:6][C:5]([C:8]#[CH:9])=[CH:4][CH:3]=1.[CH2:10]([CH:15]1[CH2:20][CH2:19][CH:18]([CH2:21][CH:22]=[O:23])[CH2:17][CH2:16]1)[CH2:11][CH2:12][CH2:13][CH3:14].Cl>C1COCC1>[F:1][C:2]1[CH:7]=[CH:6][C:5]([C:8]#[C:9][CH:22]([OH:23])[CH2:21][CH:18]2[CH2:19][CH2:20][CH:15]([CH2:10][CH2:11][CH2:12][CH2:13][CH3:14])[CH2:16][CH2:17]2)=[CH:4][CH:3]=1. Procedure: 4-Fluorophenylacetylene (1.3 g) was dissolved in THF (20 ml), followed by dropwise adding a n-butyllithium-hexane solution (1.61M, 0.62 ml) while stirring the above solution under ice-cooling, stirring the reaction solution under ice-cooling for 30 minutes, dropwise adding a solution of 2-(4-pentylcyclohexyl)acetaldehyde (1.5 g) in THF (10 ml), raising the temperature of the reaction solution up to room temperature after completion of the dropwise addition, stirring the mixture for 5 hours, addi... Reactants: CC1=CC=C(C=C1)C=1COC2=C(C1)C=C(C=C2)C(=O)NC2=CC=C(C=C2)CN(C2CCOCC2)C (3-(4-methylphenyl)-N-[4-[N-methyl-N-(tetrahydropyran-4-yl)aminomethyl]phenyl]-2H-1-benzopyran-6-carboxamide), CI (methyl iodide). The solvent is CN(C)C=O (DMF). Conditions: time 3 day. Product: [I-].C[N+](CC1=CC=C(C=C1)NC(=O)C=1C=CC2=C(C=C(CO2)C2=CC=C(C=C2)C)C1)(C)C1CCOCC1 (N,N-dimethyl-N-[4-[[3-(4-methylphenyl)-2H-1-benzopyran-6-carbonyl]amino]benzyl]-4-tetrahydropyranylammonium iodide). As a reaction SMILES: [CH3:1][C:2]1[CH:7]=[CH:6][C:5]([C:8]2[CH2:9][O:10][C:11]3[CH:17]=[CH:16][C:15]([C:18]([NH:20][C:21]4[CH:26]=[CH:25][C:24]([CH2:27][N:28]([CH3:35])[CH:29]5[CH2:34][CH2:33][O:32][CH2:31][CH2:30]5)=[CH:23][CH:22]=4)=[O:19])=[CH:14][C:12]=3[CH:13]=2)=[CH:4][CH:3]=1.[CH3:36][I:37]>CN(C=O)C>[I-:37].[CH3:35][N+:28]([CH:29]1[CH2:34][CH2:33][O:32][CH2:31][CH2:30]1)([CH3:36])[CH2:27][C:24]1[CH:25]=[CH:26][C:21]([NH:20][C:18]([C:15]2[CH:16]=[CH:17][C:11]3[O:10][CH2:9][C:8]([C:5]4[CH:4]=[CH:3][C:2]([CH3:1])=[CH:7][CH:6]=4)=[CH:13][C:12]=3[CH:14]=2)=[O:19])=[CH:22][CH:23]=1 |f:3.4|. Procedure: Into a solution of 3-(4-methylphenyl)-N-[4-[N-methyl-N-(tetrahydropyran-4-yl)aminomethyl]phenyl]-2H-1-benzopyran-6-carboxamide (80 mg) in DMF (30 ml) was added at room temperature methyl iodide (0.04 ml), and the resulting mixture was stirred for 3 days. After evaporation of the solvent under reduced pressure, ethyl acetate was added to the residue, and the precipitated crystals were collected by filtration to obtain N,N-dimethyl-N-[4-[[3-(4-methylphenyl)-2H-1-benzopyran-6-carbonyl]amino]benzyl]... Reactants: C(C)(C)(C)C1=CC=C(C=C1)S(=O)(=O)NC1=NC(=NC(=C1OC1=C(C=CC=C1)OC)Cl)N1CCN(CC1)C1=CC=CC=C1 (4-t-butyl-N-[6-chloro-5-(2-methoxyphenoxy)-2-(4-phenylpiperazinyl)-4-pyrimidinyl]benzenesulfonamide), C(CCO)O (1,3-propanediol). The product is C(C)(C)(C)C1=CC=C(C=C1)S(=O)(=O)NC1=NC(=NC(=C1OC1=C(C=CC=C1)OC)OCCCO)N1CCN(CC1)C1=CC=CC=C1 (4-t-butyl-N-[6-(3-hydroxypropyloxy)-5-(2-methoxyphenoxy)-2-(4-phenylpiperazinyl)-4-pyrimidinyl]benzenesulfonamide). As a reaction SMILES: [C:1]([C:5]1[CH:10]=[CH:9][C:8]([S:11]([NH:14][C:15]2[C:20]([O:21][C:22]3[CH:27]=[CH:26][CH:25]=[CH:24][C:23]=3[O:28][CH3:29])=[C:19](Cl)[N:18]=[C:17]([N:31]3[CH2:36][CH2:35][N:34]([C:37]4[CH:42]=[CH:41][CH:40]=[CH:39][CH:38]=4)[CH2:33][CH2:32]3)[N:16]=2)(=[O:13])=[O:12])=[CH:7][CH:6]=1)([CH3:4])([CH3:3])[CH3:2].[CH2:43]([OH:47])[CH2:44][CH2:45][OH:46]>>[C:1]([C:5]1[CH:10]=[CH:9][C:8]([S:11]([NH:14][C:15]2[C:20]([O:21][C:22]3[CH:27]=[CH:26][CH:25]=[CH:24][C:23]=3[O:28][CH3:29])=[C:19]([O:46][CH2:45][CH2:44][CH2:43][OH:47])[N:18]=[C:17]([N:31]3[CH2:36][CH2:35][N:34]([C:37]4[CH:42]=[CH:41][CH:40]=[CH:39][CH:38]=4)[CH2:33][CH2:32]3)[N:16]=2)(=[O:13])=[O:12])=[CH:7][CH:6]=1)([CH3:4])([CH3:3])[CH3:2]. Procedure: The procedure described in Synthesis Example 3 was repeated by use of 4-t-butyl-N-[6-chloro-5-(2-methoxyphenoxy)-2-(4-phenylpiperazinyl)-4-pyrimidinyl]benzenesulfonamide and 1,3-propanediol, to thereby obtain the title compound as a pale yellow oil.